From a dataset of the Open Reaction Database (ORD), a public repository of structured organic reaction records. describe an organic reaction: reactants, conditions, products, and yield Reactants: C(C)(C)(C)OC(=O)N[C@H]1[C@@H](CC(CC\C=C/[C@H]2[C@](NC([C@H]3N(C1=O)C[C@@H](C3)OC3=NC=C(C1=C(C=CC=C31)Cl)OC)=O)(C2)C(=O)O)C)C ((2R,6S,7R,13aS,14aR,16aS,Z)-6-((tert-butoxycarbonyl)amino)-2-((5-chloro-4-methoxyisoquinolin-1-yl)oxy)-7,9-dimethyl-5,16-dioxo-1,2,3,5,6,7,8,9,10,11,13a,14,14a,15,16,16a-hexadecahydrocyclopropa[e]pyrrolo[1,2-a][1,4]diazacyclopentadecine-14a-carboxylic acid), C(=O)(N1C=NC=C1)N1C=NC=C1 (1,1′-carbonyldiimidazole), C1CCC2=NCCCN2CC1 (DBU), OC(=O)C(F)(F)F.FC1(CC1)S(=O)(=O)N (1-fluorocyclopropane-1-sulfonamide TFA). Solvent: CN(C)C=O (DMF), O (water). Run at temperature 50 celsius, time 8 hour. The product is Cl.N[C@]1([C@@H](C1)C=C)C(=O)OCC ((1R,2S)-ethyl 1-amino-2-vinylcyclopropanecarboxylate hydrochloride). RXN SMILES: C(OC(N[C@@H]1C(=O)N2C[C@H](OC3C4C(=C([Cl:39])C=CC=4)C(OC)=CN=3)C[C@H]2C(=O)[NH:19][C@:18]2([C:44]([OH:46])=[O:45])[CH2:43][C@H:17]2[CH:16]=[CH:15]CCC(C)C[C@H]1C)=O)(C)(C)C.C(N1C=CN=C1)(N1[CH:55]=[CH:54]N=C1)=O.OC(C(F)(F)F)=O.FC1(S(N)(=O)=O)CC1.C1CCN2C(=NCCC2)CC1>CN(C=O)C.O>[ClH:39].[NH2:19][C@:18]1([C:44]([O:46][CH2:54][CH3:55])=[O:45])[CH2:43][C@H:17]1[CH:16]=[CH2:15] |f:2.3,7.8|. Reported procedure: To a solution of (2R,6S,7R,13aS,14aR,16aS,Z)-6-((tert-butoxycarbonyl)amino)-2-((5-chloro-4-methoxyisoquinolin-1-yl)oxy)-7,9-dimethyl-5,16-dioxo-1,2,3,5,6,7,8,9,10,11,13a,14,14a,15,16,16a-hexadecahydrocyclopropa[e]pyrrolo[1,2-a][1,4]diazacyclopentadecine-14a-carboxylic acid (300 mg, 0.43 mmol) in DMF (20 mL) was added 1,1′-carbonyldiimidazole (CDI, 92 mg, 0.57 mmol) at room temperature. The reaction mass was heated at 50° C. for 2 h. To this hot solution was added 1-fluorocyclopropane-1-sulfonami... The reactants are FC=1C=CC(=NC1)C=O (5-fluoropyridine-2-carbaldehyde), CC(C)(C)[S@@](=O)N ((R)-(+)-2-methyl-2-propanesulfinamide). Reagents/catalysts: S(=O)(=O)([O-])[O-].[Cu+2] (copper(II) sulfate). The solvent is C(C)(=O)OCC (ethyl acetate), C1CCOC1 (THF), hexanes. Reaction conditions: time 18 hour. The product is FC=1C=CC(=NC1)\C=N\S(=O)C(C)(C)C (N-[(1E)-(5-Fluoropyridin-2-yl)methylene]-2-methylpropane-2-sulfinamide). Reaction SMILES: [F:1][C:2]1[CH:3]=[CH:4][C:5]([CH:8]=O)=[N:6][CH:7]=1.[CH3:10][C:11]([S@:14]([NH2:16])=[O:15])([CH3:13])[CH3:12]>C(OCC)(=O)C.C1COCC1.S([O-])([O-])(=O)=O.[Cu+2]>[F:1][C:2]1[CH:3]=[CH:4][C:5](/[CH:8]=[N:16]/[S:14]([C:11]([CH3:13])([CH3:12])[CH3:10])=[O:15])=[N:6][CH:7]=1 |f:4.5|. Reported procedure: To a solution of 5-fluoropyridine-2-carbaldehyde (18.49 g, 148 mmol) in ethyl acetate (850 mL), THF (250 mL) and hexanes (300 mL) were added (R)-(+)-2-methyl-2-propanesulfinamide (19.71 g, 163 mmol) and anhydrous copper(II) sulfate (59.0 g, 370 mmol). The mixture was stirred at ambient temperature. After 18 h, the mixture was filtered through Celite. The filtered cake was washed with ethyl acetate and the filtrate was concentrated. Purification by silica gel chromatography (100% dichloromethane→...